Dataset: the Open Reaction Database (ORD), a public repository of structured organic reaction records. Task: describe an organic reaction: reactants, conditions, products, and yield The reactants are CC(C)=O, CON=C(CBr)c1ccc(C)cc1, c1ccncc1. Product: [Br-], CON=C(C[n+]1ccccc1)c1ccc(C)cc1. Reaction SMILES: [CH3:20][C:21](=[O:22])[CH3:23].[CH3:7][O:8][N:9]=[C:10]([CH2:11][Br:12])[c:13]1[cH:14][cH:15][c:16]([CH3:19])[cH:17][cH:18]1.[cH:1]1[cH:2][cH:3][n:4][cH:5][cH:6]1>>[Br-:12].[cH:1]1[cH:2][cH:3][n+:4]([CH2:11][C:10](=[N:9][O:8][CH3:7])[c:13]2[cH:14][cH:15][c:16]([CH3:19])[cH:17][cH:18]2)[cH:5][cH:6]1. Yields the product Cc1cc(C=O)nn1-c1cccc(-c2ccccc2OC(F)(F)F)c1. Starting materials: CCOC(=O)c1cc(C)n(-c2cccc(-c3ccccc3OC(F)(F)F)c2)n1, CC(C)C[AlH]CC(C)C, Cc1ccccc1, ClCCl. Reaction SMILES: [CH2:1]([O:3][C:4](=[O:2])[c:6]1[n:7][n:8](-[c:12]2[cH:13][c:14](-[c:18]3[c:19]([O:24][C:25]([F:26])([F:27])[F:28])[cH:20][cH:21][cH:22][cH:23]3)[cH:15][cH:16][cH:17]2)[c:9]([CH3:11])[cH:10]1)[CH3:5].[CH3:29][CH:30]([CH2:31][AlH:32][CH2:33][CH:34]([CH3:35])[CH3:36])[CH3:37].[CH3:38][c:39]1[cH:40][cH:41][cH:42][cH:43][cH:44]1.[Cl:45][CH2:46][Cl:47]>>[O:3]=[CH:4][c:6]1[n:7][n:8](-[c:12]2[cH:13][c:14](-[c:18]3[c:19]([O:24][C:25]([F:26])([F:27])[F:28])[cH:20][cH:21][cH:22][cH:23]3)[cH:15][cH:16][cH:17]2)[c:9]([CH3:11])[cH:10]1. Reactants: C(=S)=S (carbon disulfide), COC(CCCCCOC1=CC(=C(C=C1)N)NC1=CC=CC=C1)=O (6-(3-phenylamino-4-aminophenyl)oxyhexanoic acid methyl ester), C([O-])(O)=O.[Na+] (sodium bicarbonate). The solvent is N1=CC=CC=C1 (pyridine). Reaction conditions: temperature 20 celsius, time 12 hour. Product: COC(CCCCCOC=1C=CC2=C(N(C(=N2)S)C2=CC=CC=C2)C1)=O (6-[[2-Mercapto-1-phenyl-1H-benzimidazol-6-yl]oxy]hexanoic acid methyl ester). RXN SMILES: [CH3:1][O:2][C:3](=[O:24])[CH2:4][CH2:5][CH2:6][CH2:7][CH2:8][O:9][C:10]1[CH:15]=[CH:14][C:13]([NH2:16])=[C:12]([NH:17][C:18]2[CH:23]=[CH:22][CH:21]=[CH:20][CH:19]=2)[CH:11]=1.[C:25](=S)=[S:26].C(=O)(O)[O-].[Na+]>N1C=CC=CC=1>[CH3:1][O:2][C:3](=[O:24])[CH2:4][CH2:5][CH2:6][CH2:7][CH2:8][O:9][C:10]1[CH:15]=[CH:14][C:13]2[N:16]=[C:25]([SH:26])[N:17]([C:18]3[CH:19]=[CH:20][CH:21]=[CH:22][CH:23]=3)[C:12]=2[CH:11]=1 |f:2.3|. Procedure details: 0.4 g of 6-(3-phenylamino-4-aminophenyl)oxyhexanoic acid methyl ester was dissolved in 5 ml of pyridine, mixed with 75 μl of carbon disulfide, and the mixture was stirred for 12 hours at 20° C. It was mixed with saturated sodium bicarbonate solution, extracted three times with ethyl acetate, the combined organic phases were washed with saturated sodium chloride solution, dried on sodium sulfate and concentrated by evaporation in a vacuum. The residue was purified by column chromatography on sili... Starting materials: [K+].[Br-] (KBr), C(C)(=O)C=1C(=CC2=C(OCO2)C1)NC(=O)C1=COC2=C1C=CC=C2 (N-(6-Acetyl-1,3-benzodioxol-5-yl)-1-benzofuran-3-carboxamide), [Cl-].[NH4+] (ammonium chloride), CC(C)([O-])C.[K+] (potassium t-butoxide). Run in C(C)(C)(C)O (t-butyl alcohol). The product is O1C2=C(C(=C1)C1=NC3=CC4=C(C=C3C(C1)=O)OCO4)C=CC=C2 (2-(3-Benzo[b]furyl)-6,7-methylenedioxyquinolin-4-one). The yield is 17.0%. RXN SMILES: [C:1]([C:4]1[C:5]([NH:13][C:14]([C:16]2[C:20]3[CH:21]=[CH:22][CH:23]=[CH:24][C:19]=3[O:18][CH:17]=2)=O)=[CH:6][C:7]2[O:11][CH2:10][O:9][C:8]=2[CH:12]=1)(=[O:3])[CH3:2].CC(C)([O-])C.[K+].[Cl-].[NH4+].[K+].[Br-]>C(O)(C)(C)C>[O:18]1[CH:17]=[C:16]([C:14]2[CH2:2][C:1](=[O:3])[C:4]3[C:5](=[CH:6][C:7]4[O:11][CH2:10][O:9][C:8]=4[CH:12]=3)[N:13]=2)[C:20]2[CH:21]=[CH:22][CH:23]=[CH:24][C:19]1=2 |f:1.2,3.4,5.6|. Procedure details: Into a suspension of 155 (2.95 mmol) in t-butyl alcohol (100 mL) was added potassium t-butoxide (1.66 g, 14.7 mmol). The mixture was refluxed under argon for 12 h, cooled, and poured into a 10% ammonium chloride solution (100 mL). The solid precipitate was collected and washed with EtOH. The crude product was purified by flash chromatography (silica gel, CH2Cl2: EtOH 16:1-10:1). Obtained as a pale-yellow solid from 155; yield 17%; mp>315° C.; ESI-MS (Positive mode): m/z 306 [M+H]+; 1H-NMR (400 M... Starting materials: BrCC(=O)OCC (Ethyl bromoacetate), [N+](=O)([O-])C1=CC=C(C=C1)O (para-nitrophenol). Product: [N+](=O)([O-])C1=CC=C(OCC(=O)OCC)C=C1 (ethyl 2-(4-nitrophenoxy)acetate). RXN SMILES: Br[CH2:2][C:3]([O:5][CH2:6][CH3:7])=[O:4].[N+:8]([C:11]1[CH:16]=[CH:15][C:14]([OH:17])=[CH:13][CH:12]=1)([O-:10])=[O:9]>>[N+:8]([C:11]1[CH:16]=[CH:15][C:14]([O:17][CH2:2][C:3]([O:5][CH2:6][CH3:7])=[O:4])=[CH:13][CH:12]=1)([O-:10])=[O:9]. Procedure: Ethyl bromoacetate is reacted with para-nitrophenol under standard conditions to afford ethyl 2-(4-nitrophenoxy)acetate, which is elaborated to ethyl 2-(4-hydrazinophenoxy)acetate using the reduction/oxidation sequence described for Example Y.